This data is from the Open Reaction Database (ORD), a public repository of structured organic reaction records. The task is: describe an organic reaction: reactants, conditions, products, and yield Reactants: C(C)O (Ethanol), CN(C)C1=NC=CC=C1 (Dimethylaminopyridine), C(C)(=O)OC(C)=O (acetic anhydride), ClC=1C=C(CN2C(=CC3=CC(=CC=C23)O)C(=O)O)C=CC1Cl (N-(3,4-Dichlorobenzyl)-5-hydroxyindole-2-carboxylic acid). Solvent: C(C)(=O)OCC (ethyl acetate). Run at time 1 hour. Yields the product ClC=1C=C(CN2C(=CC3=CC(=CC=C23)OC(C)=O)C(=O)O)C=CC1Cl (N-(3,4-Dichlorobenzyl)-5-acetoxyindole-2-carboxylic acid). Reaction SMILES: CN(C1C=CC=CN=1)C.[C:10]([O:13][C:14](=O)[CH3:15])(=[O:12])[CH3:11].[Cl:17][C:18]1[CH:19]=[C:20]([CH:35]=[CH:36][C:37]=1[Cl:38])[CH2:21][N:22]1[C:30]2[C:25](=[CH:26]C(O)=C[CH:29]=2)[CH:24]=[C:23]1[C:32]([OH:34])=[O:33].C(O)C>C(OCC)(=O)C>[Cl:17][C:18]1[CH:19]=[C:20]([CH:35]=[CH:36][C:37]=1[Cl:38])[CH2:21][N:22]1[C:30]2[C:25](=[CH:26][C:14]([O:13][C:10](=[O:12])[CH3:11])=[CH:15][CH:29]=2)[CH:24]=[C:23]1[C:32]([OH:34])=[O:33]. Procedure details: Dimethylaminopyridine (100 mg) and acetic anhydride (1.12 ml) were added to a solution of N-(3,4-Dichlorobenzyl)-5-hydroxyindole-2-carboxylic acid in ethyl acetate (50 ml) and stirred at ambient temperature for 1 hour. Ethanol (10 ml) was added and the reaction was stirred for 30 min. Solvent partially evaporated and iso-hexane added to give a precipitate, which was filtered off and dried to give the product as a white solid (1.2 g). NMR: δ 2.25 (s, 3H), 5.85 (s, 2H), 6.9 (dd, 1H), 7.3-7.6 (m, 5... Run in O (water), O (water), O (water). RXN SMILES: [Cl:1][C:2]1[CH:3]=[C:4]([N:9]2[C:13](=[O:14])[NH:12][NH:11][C:10]2=[O:15])[CH:5]=[CH:6][C:7]=1[Cl:8].[OH-].[Na+].[Cl:18][C:19]([Cl:23])([Cl:22])[S:20]Cl>O>[Cl:1][C:2]1[CH:3]=[C:4]([N:9]2[C:10](=[O:15])[N:11]([S:20][C:19]([Cl:23])([Cl:22])[Cl:18])[N:12]([S:20][C:19]([Cl:23])([Cl:22])[Cl:18])[C:13]2=[O:14])[CH:5]=[CH:6][C:7]=1[Cl:8] |f:1.2|. Reactants: ClC=1C=C(C=CC1Cl)N1C(NNC1=O)=O (4-(3,4-dichlorophenyl)urazole), 8g, [OH-].[Na+] (sodium hydroxide), ClC(SCl)(Cl)Cl (trichloromethylsulfenyl chloride), emulsifier solution. Isolated yield 87.0%. Reported procedure: To a solution of 24.6g (0.1 mole) 4-(3,4-dichlorophenyl)urazole in 100 ml water was added a solution of 8g (0.2 mole) sodium hydroxide in 10 ml water. A mixture of 37.2g (0.2 mole) trichloromethylsulfenyl chloride and 1.5g of an emulsifier solution (as in example 1) in 25 ml water was added dropwise to the above basic solution while keeping the reaction mixture at 0° C. The precipitate that formed was filtered and the filter cake was washed with water. After drying and recrystallizing from benze... Yields the product 48g, ClC=1C=C(C=CC1Cl)N1C(N(N(C1=O)SC(Cl)(Cl)Cl)SC(Cl)(Cl)Cl)=O (4-(3,4-dichlorophenyl)-1,2-bis(trichloromethylthio)urazole). The reactants are C(C)(=O)N1\C(\C=2CCCCC2CC1)=C/C1=CC=C(C=C1)OC ((Z)-2-acetyl-1-(p-methoxybenzylidene)-1,2,3,4,5,6,7,8-octahydroisoquinoline), Ru(CH3COO)2. The solvent is CO (methanol). Run at time 22 hour. Yields the product C(C)(=O)N1[C@H](C=2CCCCC2CC1)CC1=CC=C(C=C1)OC ((S)-2-acetyl-1-(p-methoxybenzyl)-1,2,3.4,5,6,7,8-octahydroisoquinoline). Yield: 13.1%. RXN SMILES: [C:1]([N:4]1[CH2:13][CH2:12][C:11]2[CH2:10][CH2:9][CH2:8][CH2:7][C:6]=2/[C:5]/1=[CH:14]/[C:15]1[CH:20]=[CH:19][C:18]([O:21][CH3:22])=[CH:17][CH:16]=1)(=[O:3])[CH3:2]>CO>[C:1]([N:4]1[CH2:13][CH2:12][C:11]2[CH2:10][CH2:9][CH2:8][CH2:7][C:6]=2[C@@H:5]1[CH2:14][C:15]1[CH:16]=[CH:17][C:18]([O:21][CH3:22])=[CH:19][CH:20]=1)(=[O:3])[CH3:2]. Procedure: A 500 ml autoclave was loaded in a glove box with 15.0 g (50.4 mmol) of (Z)-2-acetyl-1-(p-methoxybenzylidene)-1,2,3,4,5,6,7,8-octahydroisoquinoline, 170 ml of methanol and 3.9 mg (0.0050 mmol) of Ru(CH3COO)2 [(R)-HOBIPHEP] as the catalyst. The hydrogenation was carried out at 100° and 35 bar for 22 hours. The conversion was 98.5%. A 2 g product-containing aliquot of the hydrogenation solution was evaporated and the residue was dissolved in diethyl ether. The ether solution was filtered through a... Starting materials: ClCC(=O)NC1=C(C=C(C=C1)[N+](=O)[O-])O (2-Chloroacetamido-5-nitrophenol), [OH-].[K+] (KOH), ice. Run in CS(=O)C (DMSO). Run at temperature 95 celsius, time 30 minute. Yields the product [N+](=O)([O-])C1=CC2=C(NC(CO2)=O)C=C1 (7-Nitro-3-oxo-3,4-dihydro-2H-1,4-benzoxazine). Yield: 84.8%. As a reaction SMILES: Cl[CH2:2][C:3]([NH:5][C:6]1[CH:11]=[CH:10][C:9]([N+:12]([O-:14])=[O:13])=[CH:8][C:7]=1[OH:15])=[O:4].[OH-].[K+]>CS(C)=O>[N+:12]([C:9]1[CH:10]=[CH:11][C:6]2[NH:5][C:3](=[O:4])[CH2:2][O:15][C:7]=2[CH:8]=1)([O-:14])=[O:13] |f:1.2|. Reported procedure: A mixture of 8 (22 g) and powdered KOH (6.9 g) in DMSO (100 ml) was stirred at 95° C. for 30 min. and poured onto crushed ice (400 g). The resulting precipitate was collected and washed with H2O to give 9 (15.7 g, 85%): mp 230°-232° C.; MS m/e 194 (M+). Starting materials: COC1=CC=C2C(=C(CC2=C1)C=O)CCCCC (6-methoxy-3-pentyl-1H-2-indenecarboxaldehyde), C(=O)(OC)C=P(C1=CC=CC=C1)(C1=CC=CC=C1)C1=CC=CC=C1 ((carbomethoxymethylene)triphenylphosphorane). Run in ClCCl (dichloromethane). Product: COC(\C=C\C=1CC2=CC(=CC=C2C1CCCCC)OC)=O ((E)-3-(6-methoxy-3-pentyl-1H-inden-2-yl)-2-propenoic acid methyl ester). Isolated yield 61.2%. Reaction SMILES: [CH3:1][O:2][C:3]1[CH:11]=[C:10]2[C:6]([C:7]([CH2:14][CH2:15][CH2:16][CH2:17][CH3:18])=[C:8]([CH:12]=O)[CH2:9]2)=[CH:5][CH:4]=1.[C:19]([CH:23]=P(C1C=CC=CC=1)(C1C=CC=CC=1)C1C=CC=CC=1)([O:21][CH3:22])=[O:20]>ClCCl>[CH3:22][O:21][C:19](=[O:20])/[CH:23]=[CH:12]/[C:8]1[CH2:9][C:10]2[C:6]([C:7]=1[CH2:14][CH2:15][CH2:16][CH2:17][CH3:18])=[CH:5][CH:4]=[C:3]([O:2][CH3:1])[CH:11]=2. Procedure details: As in Example 111, 6-methoxy-3-pentyl-1H-2-indenecarboxaldehyde (8.5 g) and (carbomethoxymethylene)triphenylphosphorane (18.8 g) in dichloromethane (75 mL) was stirred at room temperature for 42 hours. The crude reaction product from the normal work up was purified by HPLC (diethyl ether-hexane; 1:3) to provide 6.4 g of (E)-3-(6-methoxy-3-pentyl-1H-inden-2-yl)-2-propenoic acid methyl ester as an oil. Reactants: C(CCC)[Sn](CCCC)(Cl)Cl (dibutyltin dichloride), C1(=CC=CC=C1)N=C=O (phenyl isocyanate), C(C)(=O)O (acetic acid), C1(=CC=CC=C1)N=C=O (phenyl isocyanate), C(CCC)[Sn](CCCC)(Cl)Cl (dibutyltin dichloride). Run in C(Cl)Cl (methylene chloride). Yields the product C(C)(=O)NC1=CC=CC=C1 (acetanilide). The yield is 97.0%. RXN SMILES: [C:1]1([N:7]=[C:8]=[O:9])[CH:6]=[CH:5][CH:4]=[CH:3][CH:2]=1.[C:10](O)(=O)C.C([Sn](Cl)(Cl)CCCC)CCC>C(Cl)Cl>[C:8]([NH:7][C:1]1[CH:6]=[CH:5][CH:4]=[CH:3][CH:2]=1)(=[O:9])[CH3:10]. Procedure: 1.19 g phenyl isocyanate was reacted with 0.6 g acetic acid in a 1:1 molar ratio in the presence of dibutyltin dichloride in methylene chloride (20 parts). The molar ratio of dibutyltin dichloride to phenyl isocyanate was 1:100. The reaction, product isolation and analysis were conducted as in Example 1. A 97.0% yield of acetanilide was obtained (1.20 g). Reactants: Cc1ccccc1, CC(C)c1csc(N)n1, CCOC(=O)c1cnc(Cl)cc1Oc1ccccc1, [K+], [K+], [K+], O=C(C=Cc1ccccc1)C=Cc1ccccc1, O=C(C=Cc1ccccc1)C=Cc1ccccc1, O=C(C=Cc1ccccc1)C=Cc1ccccc1, O, O=P([O-])([O-])[O-], [Pd], [Pd], CC1(C)c2cccc(P(c3ccccc3)c3ccccc3)c2Oc2c(P(c3ccccc3)c3ccccc3)cccc21. The product is CCOC(=O)c1cnc(Nc2nc(C(C)C)cs2)cc1Oc1ccccc1. Reaction SMILES: [CH3:136][c:137]1[cH:138][cH:139][cH:140][cH:141][cH:142]1.[CH:20]([CH3:21])([CH3:22])[c:23]1[n:24][c:25]([NH2:28])[s:26][cH:27]1.[Cl:1][c:2]1[n:3][cH:4][c:5]([C:6](=[O:7])[O:8][CH2:9][CH3:10])[c:11]([O:13][c:14]2[cH:15][cH:16][cH:17][cH:18][cH:19]2)[cH:12]1.[K+:34].[K+:35].[K+:36].[O:100]=[C:101]([CH:102]=[CH:103][c:104]1[cH:105][cH:106][cH:107][cH:108][cH:109]1)[CH:110]=[CH:111][c:112]1[cH:113][cH:114][cH:115][cH:116][cH:117]1.[O:118]=[C:119]([CH:120]=[CH:121][c:122]1[cH:123][cH:124][cH:125][cH:126][cH:127]1)[CH:128]=[CH:129][c:130]1[cH:131][cH:132][cH:133][cH:134][cH:135]1.[O:82]=[C:83]([CH:84]=[CH:85][c:86]1[cH:87][cH:88][cH:89][cH:90][cH:91]1)[CH:92]=[CH:93][c:94]1[cH:95][cH:96][cH:97][cH:98][cH:99]1.[OH2:79].[P:29]([O-:30])([O-:31])([O-:32])=[O:33].[Pd:80].[Pd:81].[c:37]1([P:38]([c:39]2[cH:40][cH:41][cH:42][cH:43][cH:44]2)[c:45]2[c:46]3[c:70]([cH:71][cH:72][cH:73]2)[C:67]([CH3:68])([CH3:69])[c:49]2[c:48]([c:53]([P:54]([c:55]4[cH:56][cH:57][cH:58][cH:59][cH:60]4)[c:61]4[cH:62][cH:63][cH:64][cH:65][cH:66]4)[cH:52][cH:51][cH:50]2)[O:47]3)[cH:74][cH:75][cH:76][cH:77][cH:78]1>>[c:2]1([NH:28][c:25]2[n:24][c:23]([CH:20]([CH3:21])[CH3:22])[cH:27][s:26]2)[n:3][cH:4][c:5]([C:6](=[O:7])[O:8][CH2:9][CH3:10])[c:11]([O:13][c:14]2[cH:15][cH:16][cH:17][cH:18][cH:19]2)[cH:12]1.